From a dataset of the Open Reaction Database (ORD), a public repository of structured organic reaction records. describe an organic reaction: reactants, conditions, products, and yield Reactants: C=1(C(=CC=CC1)C(=O)O)C1=CC=CC=C1 (biphenyl-2-carboxylic acid), BrC=1C=NC(=NC1)N[C@H]1CNCCC1 ((R)-(5-bromo-pyrimidin-2-yl)-piperidine-3-yl-amine). RXN SMILES: [C:1]1([C:10]2[CH:15]=[CH:14][CH:13]=[CH:12][CH:11]=2)[C:2]([C:7]([OH:9])=O)=[CH:3][CH:4]=[CH:5][CH:6]=1.[Br:16][C:17]1[CH:18]=[N:19][C:20]([NH:23][C@@H:24]2[CH2:29][CH2:28][CH2:27][NH:26][CH2:25]2)=[N:21][CH:22]=1>>[C:1]1([C:10]2[CH:15]=[CH:14][CH:13]=[CH:12][CH:11]=2)[CH:6]=[CH:5][CH:4]=[CH:3][C:2]=1[C:7]([N:26]1[CH2:27][CH2:28][CH2:29][C@@H:24]([NH:23][C:20]2[N:19]=[CH:18][C:17]([Br:16])=[CH:22][N:21]=2)[CH2:25]1)=[O:9]. Procedure details: prepared by reaction of biphenyl-2-carboxylic acid with (R)-(5-bromo-pyrimidin-2-yl)-piperidine-3-yl-amine. Product: C1(=C(C=CC=C1)C(=O)N1C[C@@H](CCC1)NC1=NC=C(C=N1)Br)C1=CC=CC=C1 ((R)-Biphenyl-2-yl-[3-(5-bromo-pyrimidin-2-ylamino)-piperidin-1-yl]-methanone). The reactants are Cl, CC(C)(C)OC(=O)N1CCc2cc(-c3csc4ccnc(N)c34)ccc21, C1COCCO1. Yields the product Nc1nccc2scc(-c3ccc4c(c3)CCN4)c12. RXN SMILES: [ClH:33].[NH2:1][c:2]1[n:3][cH:4][cH:5][c:6]2[c:7]1[c:8](-[c:11]1[cH:12][c:13]3[c:17]([cH:18][cH:19]1)[N:16]([C:20]([O:21][C:22]([CH3:23])([CH3:24])[CH3:25])=[O:26])[CH2:15][CH2:14]3)[cH:9][s:10]2.[O:27]1[CH2:28][CH2:29][O:30][CH2:31][CH2:32]1>>[NH2:1][c:2]1[n:3][cH:4][cH:5][c:6]2[c:7]1[c:8](-[c:11]1[cH:12][c:13]3[c:17]([cH:18][cH:19]1)[NH:16][CH2:15][CH2:14]3)[cH:9][s:10]2. The reactants are II (iodine), C(CCC)[Li] (n-butyllithium), C(C)OC(C1=CC(=CC=C1)Br)OCC (3-bromobenzaldehyde diethyl acetal). The solvent is C1CCOC1 (THF), C1CCOC1 (THF). Conditions: time 0.5 hour. The product is C(C)OC(C1=CC(=CC=C1)I)OCC (3-iodobenzaldehyde diethyl acetal). RXN SMILES: [CH2:1]([O:3][CH:4]([O:12][CH2:13][CH3:14])[C:5]1[CH:10]=[CH:9][CH:8]=[C:7](Br)[CH:6]=1)[CH3:2].C([Li])CCC.[I:20]I>C1COCC1>[CH2:1]([O:3][CH:4]([O:12][CH2:13][CH3:14])[C:5]1[CH:10]=[CH:9][CH:8]=[C:7]([I:20])[CH:6]=1)[CH3:2]. Reported procedure: To a stirred -78° C. solution of 3-bromobenzaldehyde diethyl acetal, prepared as in step 1, (1.0 g, 3.8 mmol) in THF (10 mL) was added n-butyllithium (1.7 mL, 4.25 mmol, 2.5M in hexanes). The cold reaction mixture was stirred 0.5 hours followed by the addition of a THF (5 mL) solution of iodine (1.09 g, 4.25 mmol). The ice bath was removed and the reaction allowed to warm to ambient temperature. Saturated NH4Cl was added and the mixture diluted with hexanes. The organic layer was washed with bri... Reactants: BrC=1C=C(C=C2C3=C(NC12)C(OCC3)(CC)CCO)C(C)C (2-(8-bromo-1-ethyl-6-isopropyl-1,3,4,9-tetrahydro-pyrano[3,4-b]indol-1-yl)-ethanol), B(C1=CC=C(C=C1)C(=O)O)(O)O (4-carboxylphenylboronic acid). Yields the product C(C)C1(OCCC2=C1NC1=C(C=C(C=C21)C(C)C)C2=CC=CC=C2)CCO (2-(1-Ethyl-6-isopropyl-8-phenyl-1,3,4,9-tetrahydro-pyrano[3,4-b]indol-1-yl)-ethanol). Reaction SMILES: Br[C:2]1[CH:3]=[C:4]([CH:20]([CH3:22])[CH3:21])[CH:5]=[C:6]2[C:10]=1[NH:9][C:8]1[C:11]([CH2:17][CH2:18][OH:19])([CH2:15][CH3:16])[O:12][CH2:13][CH2:14][C:7]2=1.B(O)(O)[C:24]1[CH:29]=[CH:28][C:27](C(O)=O)=[CH:26][CH:25]=1>>[CH2:15]([C:11]1([CH2:17][CH2:18][OH:19])[C:8]2[NH:9][C:10]3[C:6]([C:7]=2[CH2:14][CH2:13][O:12]1)=[CH:5][C:4]([CH:20]([CH3:22])[CH3:21])=[CH:3][C:2]=3[C:24]1[CH:29]=[CH:28][CH:27]=[CH:26][CH:25]=1)[CH3:16]. Procedure: The title compound is prepared in a manner analogous to Example 1, except using 2-(8-bromo-1-ethyl-6-isopropyl-1,3,4,9-tetrahydro-pyrano[3,4-b]indol-1-yl)-ethanol and 4-carboxylphenylboronic acid in step 1 F. Procedure details: The preparation of 3-hydroxy-N-(1-methyl-1H-pyrazol-3-yl)-5-[(phenylmethyl)oxy]benzamide was described earlier. (3S)-Tetrahydrofuran-3-yl 4-methylbenzenesulfonate was prepared in an analogous fashion to (3R)-tetrahydrofuran-3-yl 4-methylbenzenesulfonate, as described in Example 25. Starting materials: CC1=CC=C(C=C1)S(=O)(=O)O[C@H]1COCC1 ((3R)-tetrahydrofuran-3-yl 4-methylbenzenesulfonate), OC=1C=C(C(=O)NC2=NN(C=C2)C)C=C(C1)OCC1=CC=CC=C1 (3-hydroxy-N-(1-methyl-1H-pyrazol-3-yl)-5-[(phenylmethyl)oxy]benzamide). Reaction SMILES: OC1C=C(C=C(OCC2C=CC=CC=2)C=1)C(NC1C=CN(C)N=1)=O.[CH3:25][C:26]1[CH:31]=[CH:30][C:29]([S:32]([O:35][C@@H:36]2[CH2:40][CH2:39][O:38][CH2:37]2)(=[O:34])=[O:33])=[CH:28][CH:27]=1>>[CH3:25][C:26]1[CH:31]=[CH:30][C:29]([S:32]([O:35][C@H:36]2[CH2:40][CH2:39][O:38][CH2:37]2)(=[O:34])=[O:33])=[CH:28][CH:27]=1. Yields the product CC1=CC=C(C=C1)S(=O)(=O)O[C@@H]1COCC1 ((3S)-Tetrahydrofuran-3-yl 4-methylbenzenesulfonate). The reactants are C(CCNC([C@H](O)C(C)(C)CO)=O)(=O)[O-] (pantothenate), [OH-].[Ca+2].[OH-] (calcium hydroxide). Yields the product C(CCNC([C@@H](O)C(C)(C)CO)=O)(=O)[O-].[Ca+2].C(CCNC([C@@H](O)C(C)(C)CO)=O)(=O)[O-] (calcium D-pantothenate). As a reaction SMILES: [C:1]([O-:15])(=[O:14])[CH2:2][CH2:3][NH:4][C:5](=[O:13])[C@@H:6]([C:8]([CH2:11][OH:12])([CH3:10])[CH3:9])[OH:7].[OH-].[Ca+2:17].[OH-]>>[C:1]([O-:15])(=[O:14])[CH2:2][CH2:3][NH:4][C:5](=[O:13])[C@H:6]([C:8]([CH2:11][OH:12])([CH3:10])[CH3:9])[OH:7].[Ca+2:17].[C:1]([O-:15])(=[O:14])[CH2:2][CH2:3][NH:4][C:5](=[O:13])[C@H:6]([C:8]([CH2:11][OH:12])([CH3:10])[CH3:9])[OH:7] |f:1.2.3,4.5.6|. Procedure details: 75 ml of Fraction 2 which contains 4.8 g of pantothenate were brought to a pH of 7, with stirring, by adding solid calcium hydroxide. The resultant calcium D-pantothenate solution or suspension was then dried by evaporating off water on a rotary evaporator and 8.98 g of a light-brown calcium D-pantothenate powder were obtained which has a content of 57% calcium D-pantothenate. This powder has no tendency to stick together and has good product properties. Reactants: CC(=O)O, O, O=[N+]([O-])O, Cc1ccc(S(=O)(=O)Nc2ccc(SC#N)cc2)cc1. Yields the product Cc1ccc(S(=O)(=O)Nc2ccc(SC#N)cc2[N+](=O)[O-])cc1. RXN SMILES: [CH3:26][C:27](=[O:28])[OH:29].[OH2:25].[OH:21][N+:22]([O-:23])=[O:24].[S:1]([C:2]#[N:3])[c:4]1[cH:5][cH:6][c:7]([NH:8][S:9](=[O:10])(=[O:11])[c:12]2[cH:13][cH:14][c:15]([CH3:18])[cH:16][cH:17]2)[cH:19][cH:20]1>>[S:1]([C:2]#[N:3])[c:4]1[cH:5][c:6]([N+:22](=[O:21])[O-:23])[c:7]([NH:8][S:9](=[O:10])(=[O:11])[c:12]2[cH:13][cH:14][c:15]([CH3:18])[cH:16][cH:17]2)[cH:19][cH:20]1.